This data is from the Open Reaction Database (ORD), a public repository of structured organic reaction records. The task is: describe an organic reaction: reactants, conditions, products, and yield The reactants are CCCCN(CCCC)CCCC, CCCCN, CCCCNCCCC, N. Yields the product CCC=CN(CCCC)CCCC. As a reaction SMILES: [CH2:16]([CH2:17][CH2:18][CH3:19])[N:20]([CH2:21][CH2:22][CH2:23][CH3:24])[CH2:25][CH2:26][CH2:27][CH3:28].[CH2:2]([NH2:3])[CH2:4][CH2:5][CH3:6].[CH2:7]([NH:8][CH2:9][CH2:10][CH2:11][CH3:12])[CH2:13][CH2:14][CH3:15].[NH3:1]>>[CH:16](=[CH:17][CH2:18][CH3:19])[N:20]([CH2:21][CH2:22][CH2:23][CH3:24])[CH2:25][CH2:26][CH2:27][CH3:28]. Reactants: O=C([O-])[O-], COC(=O)c1cc(O)c(O)c(OC)c1, CC(C)=O, CN(C)C=O, Cl, ICI, [K+], [K+]. Yields the product COC(=O)c1cc(OC)c2c(c1)OCO2. RXN SMILES: [C:15](=[O:16])([O-:17])[O-:18].[CH3:1][O:2][c:3]1[cH:4][c:5]([C:6](=[O:7])[O:8][CH3:9])[cH:10][c:11]([OH:14])[c:12]1[OH:13].[CH3:25][C:26](=[O:27])[CH3:28].[CH3:29][N:30]([CH3:31])[CH:32]=[O:33].[ClH:24].[I:21][CH2:22][I:23].[K+:19].[K+:20]>>[CH3:1][O:2][c:3]1[cH:4][c:5]([C:6](=[O:7])[O:8][CH3:9])[cH:10][c:11]2[c:12]1[O:13][CH2:15][O:14]2.